describe an organic reaction: reactants, conditions, products, and yield From a dataset of the Open Reaction Database (ORD), a public repository of structured organic reaction records. Starting materials: OC(C)(C)C1=NN(C2=CC(=CC=C12)C(=O)O)C1=CSC=C1 (3-(2-Hydroxypropan-2-yl)-1-(thiophen-3-yl)-1H-indazole-6-carboxylic acid), Cl.Cl.CC1=NOC(=N1)[C@@H](C)N ((1R)-1-(3-methyl-1,2,4-oxadiazol-5-yl)ethanamine bis-hydrochloride), Cl.CN(CCCN=C=NCC)C (1-(3-dimethylaminopropyl)-3-ethylcarbodiimide hydrochloride), ON1N=NC2=C1N=CC=C2 (1-hydroxy-7-azabenzotriazole), CN1CCOCC1 (N-methylmorpholine). The solvent is CN(C=O)C (N,N-dimethylformamide). Conditions: temperature 50 celsius, time 10 minute. Product: OC(C)(C)C1=NN(C2=CC(=CC=C12)C(=O)N[C@H](C)C1=NC(=NO1)C)C1=CSC=C1 (3-(2-Hydroxypropan-2-yl)-N-[(1R)-1-(3-methyl-1,2,4-oxadiazol-5-yl)ethyl]-1-(thiophen-3-yl)-1H-indazole-6-carboxamide). Isolated yield 89.8%. As a reaction SMILES: [OH:1][C:2]([C:5]1[C:13]2[C:8](=[CH:9][C:10]([C:14](O)=[O:15])=[CH:11][CH:12]=2)[N:7]([C:17]2[CH:21]=[CH:20][S:19][CH:18]=2)[N:6]=1)([CH3:4])[CH3:3].Cl.Cl.[CH3:24][C:25]1[N:29]=[C:28]([C@H:30]([NH2:32])[CH3:31])[O:27][N:26]=1.Cl.CN(C)CCCN=C=NCC.ON1C2N=CC=CC=2N=N1.CN1CCOCC1>CN(C)C=O>[OH:1][C:2]([C:5]1[C:13]2[C:8](=[CH:9][C:10]([C:14]([NH:32][C@@H:30]([C:28]3[O:27][N:26]=[C:25]([CH3:24])[N:29]=3)[CH3:31])=[O:15])=[CH:11][CH:12]=2)[N:7]([C:17]2[CH:21]=[CH:20][S:19][CH:18]=2)[N:6]=1)([CH3:4])[CH3:3] |f:1.2.3,4.5|. Procedure details: 3-(2-Hydroxypropan-2-yl)-1-(thiophen-3-yl)-1H-indazole-6-carboxylic acid (457.8 mg, 1.514 mmol), (1R)-1-(3-methyl-1,2,4-oxadiazol-5-yl)ethanamine bis-hydrochloride (374.3 mg, 1.871 mmol), 1-(3-dimethylaminopropyl)-3-ethylcarbodiimide hydrochloride (600.2 mg, 3.13 mmol), 1-hydroxy-7-azabenzotriazole (105.3 mg, 0.774 mmol), and N-methylmorpholine (670 μl, 6.09 mmol) were dissolved in N,N-dimethylformamide (15 mL) at 25° C. The reaction mixture was heated to 50° C. and allowed to stir for 10 min. T... The reactants are [Si](C)(C)(C(C)(C)C)OCCC1=C(C(=NN1C)C1=CC=C(C=C1)OC)C=1C(=NOC1C)C (4-(5-(2-(tert-butyldimethylsilyloxy)ethyl)-3-(4-methoxyphenyl)-1-methyl-1H-pyrazol-4-yl)-3,5-dimethylisoxazole), B(F)(F)F (BF3), S(C)C (Me2S). Solvent: C(Cl)Cl (DCM), C(Cl)Cl (DCM). Product: CC1=NOC(=C1C=1C(=NN(C1CCO)C)C1=CC=C(C=C1)O)C (4-(4-(3,5-dimethylisoxazol-4-yl)-5-(2-hydroxyethyl)-1-methyl-1H-pyrazol-3-yl)phenol). Isolated yield 96.8%. RXN SMILES: [Si]([O:8][CH2:9][CH2:10][C:11]1[N:15]([CH3:16])[N:14]=[C:13]([C:17]2[CH:22]=[CH:21][C:20]([O:23]C)=[CH:19][CH:18]=2)[C:12]=1[C:25]1[C:26]([CH3:31])=[N:27][O:28][C:29]=1[CH3:30])(C(C)(C)C)(C)C.B(F)(F)F.S(C)C>C(Cl)Cl>[CH3:31][C:26]1[C:25]([C:12]2[C:13]([C:17]3[CH:18]=[CH:19][C:20]([OH:23])=[CH:21][CH:22]=3)=[N:14][N:15]([CH3:16])[C:11]=2[CH2:10][CH2:9][OH:8])=[C:29]([CH3:30])[O:28][N:27]=1. Procedure: To a solution of 4-(5-(2-(tert-butyldimethylsilyloxy)ethyl)-3-(4-methoxyphenyl)-1-methyl-1H-pyrazol-4-yl)-3,5-dimethylisoxazole (41.5 mg, 0.094 mmol) in DCM (3 ml) was added BF3.Me2S (1 M solution in DCM, 0.5 mL, 0.5 mmol) and the mixture was stirred at room temperature over night. The DCM layer was discarded and the precipitate was washed with another 0.2 ml DCM. The raw product was purified on silica gel to give 4-(4-(3,5-dimethylisoxazol-4-yl)-5-(2-hydroxyethyl)-1-methyl-1H-pyrazol-3-yl)pheno...